The task is: describe an organic reaction: reactants, conditions, products, and yield. This data is from the Open Reaction Database (ORD), a public repository of structured organic reaction records. The reactants are C(C)(C)C1CCNCC1 (4-isopropylpiperidine), BrCCC1=C2C(C(=O)NC2=O)=CC=C1 (2-bromoethylphthalimide), C([O-])([O-])=O.[K+].[K+] (potassium carbonate), C(C)#N (acetonitrile). Run at time 8 hour. Yields the product C(C)(C)C1CCN(CC1)CCN1C(C2=CC=CC=C2C1=O)=O (2-[2-(4-Isopropyl-1-piperidinyl)ethyl]-1H-isoindole-1,3(2H)-dione). Reaction SMILES: [CH:1]([CH:4]1[CH2:9][CH2:8][NH:7][CH2:6][CH2:5]1)([CH3:3])[CH3:2].BrCC[C:13]1[CH:23]=[CH:22][CH:21]=[C:15]2[C:16]([NH:18][C:19](=[O:20])[C:14]=12)=[O:17].C(=O)([O-])[O-].[K+].[K+].[C:30](#N)[CH3:31]>>[CH:1]([CH:4]1[CH2:9][CH2:8][N:7]([CH2:30][CH2:31][N:18]2[C:19](=[O:20])[C:14]3[C:15](=[CH:21][CH:22]=[CH:23][CH:13]=3)[C:16]2=[O:17])[CH2:6][CH2:5]1)([CH3:3])[CH3:2] |f:2.3.4|. Procedure details: A solution of 4-isopropylpiperidine (3.3 g, 20.2 mmol), 2-bromoethylphthalimide (5.4 g, 21.3 mmol), potassium carbonate (5.9 g. 45.4 mmol) and acetonitrile (100 ml) and was heated under reflux for 2.5 hours then stirred at room temperature overnight. The solvent was removed under reduced pressure and the residue partioned between ethyl acetate (100 ml) and water (100 ml). The organic layer was separated and the aqueous layer extracted with further ethyl acetate (100 ml). The combined organic ext...